The task is: describe an organic reaction: reactants, conditions, products, and yield. This data is from the Open Reaction Database (ORD), a public repository of structured organic reaction records. Starting materials: CCCCO, CCOC(C)=O, CCN(C(C)C)C(C)C, O=[N+]([O-])c1cnc(Cl)nc1Nc1cc(C2CC2)[nH]n1, Cl, CC(N)c1ccc(F)cn1. Yields the product CC(Nc1ncc([N+](=O)[O-])c(Nc2cc(C3CC3)[nH]n2)n1)c1ccc(F)cn1. As a reaction SMILES: [CH2:40]([OH:41])[CH2:42][CH2:43][CH3:44].[CH3:45][CH2:46][O:47][C:48](=[O:49])[CH3:50].[CH:31]([N:32]([CH:33]([CH3:34])[CH3:35])[CH2:36][CH3:37])([CH3:38])[CH3:39].[Cl:1][c:2]1[n:3][cH:4][c:5]([N+:17](=[O:18])[O-:19])[c:6]([NH:8][c:9]2[n:10][nH:11][c:12]([CH:14]3[CH2:15][CH2:16]3)[cH:13]2)[n:7]1.[ClH:20].[F:21][c:22]1[cH:23][cH:24][c:25]([CH:28]([CH3:29])[NH2:30])[n:26][cH:27]1>>[c:2]1([NH:30][CH:28]([c:25]2[cH:24][cH:23][c:22]([F:21])[cH:27][n:26]2)[CH3:29])[n:3][cH:4][c:5]([N+:17](=[O:18])[O-:19])[c:6]([NH:8][c:9]2[n:10][nH:11][c:12]([CH:14]3[CH2:15][CH2:16]3)[cH:13]2)[n:7]1.